This data is from the Open Reaction Database (ORD), a public repository of structured organic reaction records. The task is: describe an organic reaction: reactants, conditions, products, and yield The reactants are CC(C)([O-])C.[K+] (potassium t-butoxide), ClCCCCS(=O)CC=1C=CC=2N(C1)C=CN2 (6-((4-chlorobutyl)sulfinylmethyl)imidazo [1,2-a]pyridine), ice water. Solvent: O1CCCC1.CN(P(N(C)C)(N(C)C)=O)C (tetrahydrofuran hexamethylphosphoric triamide), O1CCCC1.CN(P(N(C)C)(N(C)C)=O)C (tetrahydrofuran hexamethylphosphoric triamide). Reaction conditions: time 1 hour. Product: N=1C=CN2C1C=CC(=C2)C2S(CCCC2)=O (2-(Imidazo[1,2-a]pyridin-6-yl)tetrahydrothiopyran 1-oxide). Yield: 71.0%. Reaction SMILES: CC(C)([O-])C.[K+].Cl[CH2:8][CH2:9][CH2:10][CH2:11][S:12]([CH2:14][C:15]1[CH:16]=[CH:17][C:18]2[N:19]([CH:21]=[CH:22][N:23]=2)[CH:20]=1)=[O:13]>O1CCCC1.CN(C)P(=O)(N(C)C)N(C)C>[N:23]1[CH:22]=[CH:21][N:19]2[CH:20]=[C:15]([CH:14]3[CH2:8][CH2:9][CH2:10][CH2:11][S:12]3=[O:13])[CH:16]=[CH:17][C:18]=12 |f:0.1,3.4|. Procedure: 8.68 g of potassium t-butoxide was added to 80 ml of a tetrahydrofuran/hexamethylphosphoric triamide [4:1 (v/v)] mixture, followed by the cooling with ice. A solution of 9.51 g of the 6-((4-chlorobutyl)sulfinylmethyl)imidazo [1,2-a]pyridine prepared in the Preparative Example 8 in 80 ml of a tetrahydrofuran/hexamethylphosphoric triamide [4:1 (v/v)] mixture was dropped into the obtained mixture. The obtained mixture was stirred for one hour, followed by the addition of ice-water. The obtained mix... Reactants: BrC1=CNC(C=C1)=O (3-Bromo-6-oxo-1,6-dihydropyridine), C([O-])([O-])=O.[Cs+].[Cs+] (cesium carbonate), CI (methyl iodide). Solvent: C(C)(=O)OCC (ethyl acetate). Reaction conditions: time 8 hour. Yields the product BrC1=CN(C(C=C1)=O)C (3-Bromo-1-methyl-6-oxo-1,6-dihydropyridine). Reaction SMILES: [Br:1][C:2]1[CH:7]=[CH:6][C:5](=[O:8])[NH:4][CH:3]=1.[C:9](=O)([O-])[O-].[Cs+].[Cs+].CI>C(OCC)(=O)C>[Br:1][C:2]1[CH:7]=[CH:6][C:5](=[O:8])[N:4]([CH3:9])[CH:3]=1 |f:1.2.3|. Procedure details: To a solution of 4.38 g of the product from Step A in DMP was added 81 g of cesium carbonate and 30 mL of methyl iodide. The mixture was stirred at ambient temperature overnight, diluted with ethyl acetate, extracted sequentially with two portions of saturated aqueous sodium bicarbonate and brine, dried over sodium sulfate, and concentrated. Purification by HPLC (silica gel, 60% ethyl acetate/hexane) gave the title compound. 1H NMR (500 MHz, CDCl3) δ 7.46 (d, 1H, J=2.7 Hz), 7.38 (dd, 1H, J=2.7, ... As a reaction SMILES: [Br:1][CH2:2][C:3](=[O:4])[OH:5].[CH2:6]1[CH2:7][O:8][CH2:9][CH2:10][NH:11]1.[O:12]1[CH2:13][CH2:14][CH2:15][CH2:16]1>>[CH2:6]1[CH2:7][O:8][CH2:9][CH2:10][NH:11]1.[CH3:2][C:3](=[O:4])[OH:5]. Yields the product C1COCCN1, CC(=O)O. The reactants are O=C(O)CBr, C1COCCN1, C1CCOC1.